This data is from the Open Reaction Database (ORD), a public repository of structured organic reaction records. The task is: describe an organic reaction: reactants, conditions, products, and yield Reactants: CC=1SC(=C(N1)CCCCCCC(=O)OC)\C=C\C(CCCCC)O (2-methyl-4-(6-carbomethoxy-hexyl)-5-(3-hydroxy-1-trans-octenyl)-thiazole), C(C)(=O)OC(C)=O (acetic anhydride). Solvent: O (water), N1=CC=CC=C1 (pyridine). Conditions: time 24 hour. Yields the product CC=1SC(=C(N1)CCCCCCC(=O)OC)\C=C\C(CCCCC)OC(C)=O (2-methyl-4-(6-carbomethoxyhexyl)-5-(3-acetoxy-1-trans-octenyl)-thiazole). Reaction SMILES: [CH3:1][C:2]1[S:3][C:4](/[CH:17]=[CH:18]/[CH:19]([OH:25])[CH2:20][CH2:21][CH2:22][CH2:23][CH3:24])=[C:5]([CH2:7][CH2:8][CH2:9][CH2:10][CH2:11][CH2:12][C:13]([O:15][CH3:16])=[O:14])[N:6]=1.[C:26](OC(=O)C)(=[O:28])[CH3:27]>N1C=CC=CC=1.O>[CH3:1][C:2]1[S:3][C:4](/[CH:17]=[CH:18]/[CH:19]([O:25][C:26](=[O:28])[CH3:27])[CH2:20][CH2:21][CH2:22][CH2:23][CH3:24])=[C:5]([CH2:7][CH2:8][CH2:9][CH2:10][CH2:11][CH2:12][C:13]([O:15][CH3:16])=[O:14])[N:6]=1. Procedure details: To the solution of 367 mg of 2-methyl-4-(6-carbomethoxy-hexyl)-5-(3-hydroxy-1-trans-octenyl)-thiazole (Ic, R1 = CH3) in 4 ml of anhydrous pyridine, 1 ml of acetic anhydride was added. The reaction mixture was allowed to stand for 24 hours at room temperature, diluted with 50 ml of water and extracted with 3 × 15 ml of ethyl acetate. The ethyl acetate extract was washed with water, dried over sodium sulphate and evaporated in vacuo. The obtained 403 mg of evaporation residue was purified by prepa... Reactants: COC(C1=CC(=CC=C1)\C=C\C1=NC(=CC(=N1)O)C)=O ((E)-3-[2-(4-hydroxy-6-methyl-pyrimidin-2-yl)-vinyl]-benzoic acid methyl ester), O=P(Cl)(Cl)Cl (POCl3). The product is COC(C1=CC(=CC=C1)\C=C\C1=NC(=CC(=N1)Cl)C)=O ((E)-3-[2-(4-chloro-6-methyl-pyrimidin-2-yl)-vinyl]-benzoic acid methyl ester). The yield is 45.4%. Reaction SMILES: [CH3:1][O:2][C:3](=[O:20])[C:4]1[CH:9]=[CH:8][CH:7]=[C:6](/[CH:10]=[CH:11]/[C:12]2[N:17]=[C:16](O)[CH:15]=[C:14]([CH3:19])[N:13]=2)[CH:5]=1.O=P(Cl)(Cl)[Cl:23]>>[CH3:1][O:2][C:3](=[O:20])[C:4]1[CH:9]=[CH:8][CH:7]=[C:6](/[CH:10]=[CH:11]/[C:12]2[N:17]=[C:16]([Cl:23])[CH:15]=[C:14]([CH3:19])[N:13]=2)[CH:5]=1. Reported procedure: In analogy to example 12c), by heating (E)-3-[2-(4-hydroxy-6-methyl-pyrimidin-2-yl)-vinyl]-benzoic acid methyl ester (2 g, 7.4 mmol) in POCl3 (13.6 ml, 0.15 mol) at 130° C. for 4.5 h there was obtained (E)-3-[2-(4-chloro-6-methyl-pyrimidin-2-yl)-vinyl]-benzoic acid methyl ester (0.97 g, 45%) as a light-yellow solid. EI mass spectrum, m/e: 288.1 (M calculated for C15H13ClN2O2: 288). Starting materials: c1ccc(COc2ccc3cccc(-c4[nH]c(-c5ccccc5)nc4-c4ccncc4)c3c2)cc1, CCOC(C)=O, CO, ClCCl, C1CCOC1. The product is Oc1ccc2cccc(-c3[nH]c(-c4ccccc4)nc3-c3ccncc3)c2c1. RXN SMILES: [CH2:1]([c:2]1[cH:3][cH:4][cH:5][cH:6][cH:7]1)[O:8][c:9]1[cH:10][cH:11][c:12]2[cH:13][cH:14][cH:15][c:16](-[c:19]3[c:20](-[c:30]4[cH:31][cH:32][n:33][cH:34][cH:35]4)[n:21][c:22](-[c:24]4[cH:25][cH:26][cH:27][cH:28][cH:29]4)[nH:23]3)[c:17]2[cH:18]1.[CH3:39][CH2:40][O:41][C:42]([CH3:43])=[O:44].[CH3:45][OH:46].[Cl:36][CH2:37][Cl:38].[O:47]1[CH2:48][CH2:49][CH2:50][CH2:51]1>>[OH:8][c:9]1[cH:10][cH:11][c:12]2[cH:13][cH:14][cH:15][c:16](-[c:19]3[c:20](-[c:30]4[cH:31][cH:32][n:33][cH:34][cH:35]4)[n:21][c:22](-[c:24]4[cH:25][cH:26][cH:27][cH:28][cH:29]4)[nH:23]3)[c:17]2[cH:18]1. The reactants are N1(CCC1)CCCN1C2=NC(=NC(=C2N=C1OC)N)OCCCC (9-[3-(1-Azetidinyl)propyl]-2-(butyloxy)-8-(methyloxy)-9H-purin-6-amine), FC(C(=O)O)(F)F.C(CCC)OC=1NC(=C2N=C(N=C2N1)OC)N (2-(butyloxy)-8-(methyloxy)-1H-purin-6-amine trifluoroacetate), BrCCCCBr (1,4-dibromobutane), N1CCCCC1 (piperidine). The product is C(=O)O.C(CCC)OC1=NC(=C2N=C(N(C2=N1)CCCCN1CCCCC1)OC)N (2-(Butyloxy)-8-(methyloxy)-9-[4-(1-piperidinyl)butyl]-9H-purin-6-amine formic acid salt). RXN SMILES: N1([CH2:5][CH2:6][CH2:7][N:8]2[C:16]([O:17][CH3:18])=[N:15][C:14]3[C:9]2=[N:10][C:11]([O:20][CH2:21][CH2:22][CH2:23][CH3:24])=[N:12][C:13]=3[NH2:19])CCC1.FC(F)(F)[C:27]([OH:29])=[O:28].C(O[C:37]1[NH:38][C:39](N)=C2C(N=1)=NC(OC)=N2)CCC.Br[CH2:50][CH2:51][CH2:52][CH2:53]Br.N1CCCCC1>>[CH:27]([OH:29])=[O:28].[CH2:21]([O:20][C:11]1[N:10]=[C:9]2[C:14]([N:15]=[C:16]([O:17][CH3:18])[N:8]2[CH2:7][CH2:6][CH2:5][CH2:37][N:38]2[CH2:39][CH2:53][CH2:52][CH2:51][CH2:50]2)=[C:13]([NH2:19])[N:12]=1)[CH2:22][CH2:23][CH3:24] |f:1.2,5.6|. Procedure details: Prepared similarly to Intermediate 20 from 2-(butyloxy)-8-(methyloxy)-1H-purin-6-amine trifluoroacetate, 1,4-dibromobutane and piperidine but with sequential mass directed autopreparations using Method A followed by Method D. Yields the product OC12CCC(CC1)C2 (1-hydroxynorbornane), OC12C(CC(CC1)C2)O (1,2-dihydroxynorbornane). As a reaction SMILES: [CH:1]12[CH2:7][CH:4]([CH2:5][CH2:6]1)[CH2:3][CH2:2]2.[OH:8]N1[C:13](=[O:14])[C:12]2=CC=[CH:17][CH:18]=[C:11]2C1=O.O=O.[C:22]([OH:25])(=O)[CH3:23]>>[OH:8][C:1]12[CH2:7][CH:4]([CH2:5][CH2:6]1)[CH2:3][CH2:2]2.[OH:25][C:22]12[CH2:23][CH:11]([CH2:18][CH2:17]1)[CH2:12][CH:13]2[OH:14]. Isolated yield 55.0%. The reactants are C12CCC(CC1)C2 (norbornane), O=O (oxygen), C12CCC(CC1)C2 (norbornane), ON1C(C=2C(C1=O)=CC=CC2)=O (N-hydroxyphthalimide), Co(AA)2, C(C)(=O)O (acetic acid). Procedure: A mixture of 0.96 gram (10 millimoles) of norbornane, 0.13 gram (0.8 millimole) of N-hydroxyphthalimide, 0.015 gram (0.06 millimole) of Co(AA)2 and 10 milliliters of acetic acid was stirred in an oxygen atmosphere at a temperature of 75° C. for 15 hours to give 1-hydroxynorbornane (selectivity for norbornane 44%, yield 44%) and 1,2-dihydroxynorbornane (selectivity for norbornane 55%, yield 55%) with a transformation rate of norbornane of 99% and the selectivity for the alcohols of 99%. Reactants: C(C)OC(=O)N1N=C(C2=C(C=CC=C12)Br)O (4-Bromo-3-hydroxy-indazole-1-carboxylic acid ethyl ester), [OH-].[K+] (KOH), N(=O)CNC(=O)N (N-nitrosomethylurea). The solvent is CCOCC (Et2O), C1CCOC1 (THF), CCOCC (Et2O). Run at temperature -78 celsius, time 20 minute. Yields the product C(C)OC(=O)N1N=C(C2=C(C=CC=C12)Br)OC (4-Bromo-3-methoxy-indazole-1-carboxylic acid ethyl ester), solid. Yield: 40.0%. RXN SMILES: [OH-].[K+].N([CH2:5]NC(N)=O)=O.[CH2:10]([O:12][C:13]([N:15]1[C:23]2[C:18](=[C:19]([Br:24])[CH:20]=[CH:21][CH:22]=2)[C:17]([OH:25])=[N:16]1)=[O:14])[CH3:11]>CCOCC.C1COCC1>[CH2:10]([O:12][C:13]([N:15]1[C:23]2[C:18](=[C:19]([Br:24])[CH:20]=[CH:21][CH:22]=2)[C:17]([O:25][CH3:5])=[N:16]1)=[O:14])[CH3:11] |f:0.1|. Procedure: To a 0° C. mixture of KOH (50% in H2O, 50 ml) and Et2O (150 ml), N-nitrosomethylurea (10.7 g, 103 mmol) was added portionwise over 40 minute period. After stirring for additional 20 minutes, the mixture was cooled to −78° C. and the upper bright yellow layer was poured into a 0° C. suspension of 4-Bromo-3-hydroxy-indazole-1-carboxylic acid ethyl ester CLXXXIV (2.96 g, 10.4 mmol) in a mixture of Et2O (100 ml) and THF (30 ml). After 2 hours, the yellow solution was warmed to room temperature and w...